From a dataset of the Open Reaction Database (ORD), a public repository of structured organic reaction records. describe an organic reaction: reactants, conditions, products, and yield Starting materials: CC(C(=O)OCC)(CCCCCCCBr)C (Ethyl 2,2-dimethyl-9-bromononanoate), ClC1=CC=C(C=C1)S(=O)(=O)N (4-chlorobenzenesulphonamide), C([O-])([O-])=O.[K+].[K+] (potassium carbonate). Yields the product C(C)OC(C(CCCCCCCNS(=O)(=O)C1=CC=C(C=C1)Cl)(C)C)=O (Ethyl-9-(4-chlorobenzenesulphonamido)-2,2-dimethylnonanoate). The yield is 53.0%. Reaction SMILES: [CH3:1][C:2]([CH3:16])([CH2:8][CH2:9][CH2:10][CH2:11][CH2:12][CH2:13][CH2:14]Br)[C:3]([O:5][CH2:6][CH3:7])=[O:4].[Cl:17][C:18]1[CH:23]=[CH:22][C:21]([S:24]([NH2:27])(=[O:26])=[O:25])=[CH:20][CH:19]=1.C(=O)([O-])[O-].[K+].[K+]>>[CH2:6]([O:5][C:3](=[O:4])[C:2]([CH3:16])([CH3:1])[CH2:8][CH2:9][CH2:10][CH2:11][CH2:12][CH2:13][CH2:14][NH:27][S:24]([C:21]1[CH:20]=[CH:19][C:18]([Cl:17])=[CH:23][CH:22]=1)(=[O:26])=[O:25])[CH3:7] |f:2.3.4|. Procedure details: Ethyl 2,2-dimethyl-9-bromononanoate (2.0 g, 0.007 mol) was treated with 4-chlorobenzenesulphonamide (3.44 g, 0.018 mol) and potassium carbonate (6.2 g, 0.045 mol) by the method described in Example 5(ii) to give the title compound (1.5 g) as an oil. Reactants: ClC1=C(OCC(=O)O)C=CC(=C1)C(F)(F)F ((2-chloro-4-trifluoromethyl-phenoxy)-acetic acid), ClC=1C=C(C=CC1CCN(CC)CC)N (3-chloro-4-(2-diethylamino-ethyl)-phenylamine). The product is ClC=1C=C(C=CC1CCN(CC)CC)NC(COC1=C(C=C(C=C1)C(F)(F)F)Cl)=O (N-[3-chloro-4-(2-diethylamino-ethyl )-phenyl]-2-(2-chloro-4-trifluoromethyl-phenoxy)-acetamide). Reaction SMILES: [Cl:1][C:2]1[CH:12]=[C:11]([C:13]([F:16])([F:15])[F:14])[CH:10]=[CH:9][C:3]=1[O:4][CH2:5][C:6]([OH:8])=O.[Cl:17][C:18]1[CH:19]=[C:20]([NH2:31])[CH:21]=[CH:22][C:23]=1[CH2:24][CH2:25][N:26]([CH2:29][CH3:30])[CH2:27][CH3:28]>>[Cl:17][C:18]1[CH:19]=[C:20]([NH:31][C:6](=[O:8])[CH2:5][O:4][C:3]2[CH:9]=[CH:10][C:11]([C:13]([F:16])([F:15])[F:14])=[CH:12][C:2]=2[Cl:1])[CH:21]=[CH:22][C:23]=1[CH2:24][CH2:25][N:26]([CH2:29][CH3:30])[CH2:27][CH3:28]. Procedure details: Prepared analogously to Example 143 starting from (2-chloro-4-trifluoromethyl-phenoxy)-acetic acid (Z2b) and 3-chloro-4-(2-diethylamino-ethyl)-phenylamine (Z44d). The reaction mixture was poured onto ice water and the aqueous phase was extracted with EtOAc. The org. phase was dried over sodium sulphate and evaporated down i. vac. The residue was purified by column chromatography (Alox, neutral, act. II-III, gradient petroleum ether/EtOAc 5:2→1:1). Reported procedure: To a stirring solution of 5,5,5-trifluoropentanoic acid (14.76 g, 95 mmol) and DMF (0.146 mL) in DCM (50 mL) was slowly added oxalyl chloride (8.27 mL, 95 mmol). After 2 h, the mixture was concentrated to dryness. A separate flask was changed with (S)-4-benzyloxazolidin-2-one (16.75 g, 95 mmol) in THF (100 mL) and then cooled to −78° C. To the solution was slowly added n-BuLi (2.5M, 37.8 mL, 95 mmol) over 10 min, stirred for 10 min, and then a solution of the above acid chloride in THF (50 mL) w... The product is C(C1=CC=CC=C1)[C@@H]1N(C(OC1)=O)C(CCCC(F)(F)F)=O ((4S)-4-Benzyl-3-(5,5,5-trifluoropentanoyl)-1,3-oxazolidin-2-one). Conditions: temperature -78 celsius, time 2 hour. Reactants: C(C1=CC=CC=C1)[C@@H]1NC(OC1)=O ((S)-4-benzyloxazolidin-2-one), FC(CCCC(=O)O)(F)F (5,5,5-trifluoropentanoic acid), [Li]CCCC (n-BuLi), C(C(=O)Cl)(=O)Cl (oxalyl chloride), acid chloride. The solvent is C1CCOC1 (THF), CN(C)C=O (DMF), C1CCOC1 (THF), C(Cl)Cl (DCM). RXN SMILES: [F:1][C:2]([F:10])([F:9])[CH2:3][CH2:4][CH2:5][C:6]([OH:8])=O.C(Cl)(=O)C(Cl)=O.[CH2:17]([C@H:24]1[CH2:28][O:27][C:26](=[O:29])[NH:25]1)[C:18]1[CH:23]=[CH:22][CH:21]=[CH:20][CH:19]=1.[Li]CCCC>C(Cl)Cl.C1COCC1.CN(C=O)C>[CH2:17]([C@H:24]1[CH2:28][O:27][C:26](=[O:29])[N:25]1[C:6](=[O:8])[CH2:5][CH2:4][CH2:3][C:2]([F:1])([F:10])[F:9])[C:18]1[CH:19]=[CH:20][CH:21]=[CH:22][CH:23]=1. The reactants are CO, O=Cc1cnc(CO)c(Cl)c1, NC1CCN(CCn2c(=O)ccc3ncc(F)cc32)CC1O. The product is O=c1ccc2ncc(F)cc2n1CCN1CCC(NCc2cnc(CO)c(Cl)c2)C(O)C1. RXN SMILES: [CH3:34][OH:35].[Cl:23][c:24]1[cH:25][c:26]([CH:32]=[O:33])[cH:27][n:28][c:29]1[CH2:30][OH:31].[NH2:1][CH:2]1[CH:3]([OH:22])[CH2:4][N:5]([CH2:8][CH2:9][n:10]2[c:11](=[O:21])[cH:12][cH:13][c:14]3[n:15][cH:16][c:17]([F:20])[cH:18][c:19]23)[CH2:6][CH2:7]1>>[NH:1]([CH:2]1[CH:3]([OH:22])[CH2:4][N:5]([CH2:8][CH2:9][n:10]2[c:11](=[O:21])[cH:12][cH:13][c:14]3[n:15][cH:16][c:17]([F:20])[cH:18][c:19]23)[CH2:6][CH2:7]1)[CH2:32][c:26]1[cH:25][c:24]([Cl:23])[c:29]([CH2:30][OH:31])[n:28][cH:27]1. The reactants are C(C)O[Si](C1=CC(=CC=C1)[Si](OCC)(OCC)OCC)(OCC)OCC (1,3 di(triethoxysilyl) benzene), [I-].[Cs+] (CsI), 13C{:H}, BrC1=C(C=CC=C1)Br (1,2 dibromobenzene), oil. Yields the product C(C)O[Si](C1=C(C=CC=C1)[Si](OCC)(OCC)OCC)(OCC)OCC (1,2-Di(triethoxysilyl)benzene). As a reaction SMILES: C(O[Si](OCC)(OCC)[C:5]1[CH:10]=[CH:9][CH:8]=[C:7]([Si:11]([O:18][CH2:19][CH3:20])([O:15][CH2:16][CH3:17])[O:12][CH2:13][CH3:14])[CH:6]=1)C.Br[C:28]1[CH:33]=CC=CC=1Br.[I-].[Cs+]>>[CH2:13]([O:12][Si:11]([O:18][CH2:33][CH3:28])([O:15][CH2:16][CH3:17])[C:6]1[CH:5]=[CH:10][CH:9]=[CH:8][C:7]=1[Si:11]([O:12][CH2:13][CH3:14])([O:15][CH2:16][CH3:17])[O:18][CH2:19][CH3:20])[CH3:14] |f:2.3|. Procedure details: The procedure used for the preparation of 1,3 di(triethoxysilyl) benzene was followed using 1,2 dibromobenzene (100.0 g, 0.424 mg). The product after two distillations was a clear colorless oil (11.9 g, 7%). IR (Neat, CsI, cm-1): 3040 w, 2963 s, 2920 s, 2880 s, 730 w, 1480 w, 1436 m, 1426 w, 1310 w, 1290 w, 1160 s, 1100 vs, 955 s, 780 s, 755 s, 718 m, 700 m, 668 w, 515 m, 484 m. 1H NMR (benzene-d6, 22° C., 300 MHz ): δ 1.21 (t, J=7.2 Hz, 18 H, OCH2CH3), 3.91 (q, J=7.2 Hz, 12H, OCH2CH3), 7.29 (dd... The reactants are CNC, CCO, CCN1CCCC1(C)C(Cl)(CC)CC. The product is CCN1CCCC(N(C)C)C1(CC)CC. RXN SMILES: [CH3:15][NH:16][CH3:17].[CH3:18][CH2:19][OH:20].[Cl:1][C:2]([CH2:3][CH3:4])([CH2:5][CH3:6])[C:7]1([CH3:14])[N:8]([CH2:12][CH3:13])[CH2:9][CH2:10][CH2:11]1>>[C:2]1([CH2:3][CH3:4])([CH2:5][CH3:6])[CH:7]([N:16]([CH3:15])[CH3:17])[CH2:11][CH2:10][CH2:9][N:8]1[CH2:12][CH3:13]. Reactants: CSc1nccc(-c2ccc(C#CC(C)(C)N)nc2)n1, CC(=O)O, ClCCl, ClCCl, O=C(OO)c1cccc(Cl)c1. Yields the product CS(=O)c1nccc(-c2ccc(C#CC(C)(C)N)nc2)n1. RXN SMILES: [CH3:1][C:2]([C:3]#[C:4][c:5]1[n:6][cH:7][c:8](-[c:11]2[n:12][c:13]([S:17][CH3:18])[n:14][cH:15][cH:16]2)[cH:9][cH:10]1)([CH3:19])[NH2:20].[CH3:32][C:33](=[O:34])[OH:35].[Cl:36][CH2:37][Cl:38].[Cl:39][CH2:40][Cl:41].[OH:21][O:22][C:23]([c:24]1[cH:25][c:26]([Cl:27])[cH:28][cH:29][cH:30]1)=[O:31]>>[CH3:1][C:2]([C:3]#[C:4][c:5]1[n:6][cH:7][c:8](-[c:11]2[n:12][c:13]([S:17]([CH3:18])=[O:21])[n:14][cH:15][cH:16]2)[cH:9][cH:10]1)([CH3:19])[NH2:20]. Starting materials: [N+](=O)([O-])[O-].[Sr+2].[N+](=O)([O-])[O-] (strontium nitrate). The reagents and catalysts are [Ag] (silver). Solvent: mixture, CO (methanol), O (water). Yields the product [N+](=O)([O-])[O-].[Sr+2].[N+](=O)([O-])[O-] (strontium nitrate), [Sr] (strontium). Reaction SMILES: [N+:1]([O-:4])([O-:3])=[O:2].[Sr+2:5].[N+:6]([O-:9])([O-:8])=[O:7]>CO.O.[Ag]>[N+:1]([O-:4])([O-:3])=[O:2].[Sr+2:5].[N+:6]([O-:9])([O-:8])=[O:7].[Sr:5] |f:0.1.2,6.7.8|. Reported procedure: A strontium nitrate solution was prepared by dissolving 0.0121 grams of strontium nitrate in 50 milliliters of a mixture of 4 parts by volume of methanol and 1 part by volume of water. Very finely-divided particles of fine silver were mixed with the solution to provide strontium in the amount of 0.01 percent by weight. The dried mixture and undoped silver were formed into compacts by pressing at 4 tons per square inch. The undoped compacts had a density of 5.28 grams/cc and the doped compacts ha... Starting materials: COC(CCC(C)N1C(NC2=C1C=CC=C2)=O)=O (4-(2-oxo-2,3-dihydro-benzimidazol-1-yl)-pentanoic acid methyl ester), [I-].CN1C=C(C2=C(C=CC=C12)C)C[N+](C)(C)C ((1,4-dimethyl-1H-indol-3-ylmethyl)-trimethylammonium iodide), C(=O)([O-])[O-].[K+].[K+] (K2CO3). Run in CCOC(=O)C (EtOAc), CN(C)C=O (DMF). Run at temperature 100 celsius, time 4 hour. Product: COC(CCC(C)N1C(N(C2=C1C=CC=C2)CC2CN(C1=CC=CC(=C21)C)C)=O)=O (4-[3-(1,4-dimethyl-3H-indol-3-ylmethyl)-2-oxo-2,3-dihydro-benzimidazol-1-yl]-pentanoic acid methyl ester). Isolated yield 86.6%. Reaction SMILES: [CH3:1][O:2][C:3](=[O:18])[CH2:4][CH2:5][CH:6]([N:8]1[C:12]2[CH:13]=[CH:14][CH:15]=[CH:16][C:11]=2[NH:10][C:9]1=[O:17])[CH3:7].[I-].[CH3:20][N:21]1[C:29]2[C:24](=[C:25]([CH3:30])[CH:26]=[CH:27][CH:28]=2)[C:23]([CH2:31][N+](C)(C)C)=[CH:22]1.C([O-])([O-])=O.[K+].[K+]>CN(C=O)C.CCOC(C)=O>[CH3:1][O:2][C:3](=[O:18])[CH2:4][CH2:5][CH:6]([N:8]1[C:12]2[CH:13]=[CH:14][CH:15]=[CH:16][C:11]=2[N:10]([CH2:31][CH:23]2[C:24]3[C:29](=[CH:28][CH:27]=[CH:26][C:25]=3[CH3:30])[N:21]([CH3:20])[CH2:22]2)[C:9]1=[O:17])[CH3:7] |f:1.2,3.4.5|. Procedure details: To a mixture of 4-(2-oxo-2,3-dihydro-benzimidazol-1-yl)-pentanoic acid methyl ester (85 mg, 0.34 mmol) and (1,4-dimethyl-1H-indol-3-ylmethyl)-trimethylammonium iodide (175 mg, 0.51 mmol) in DMF (2.5 mL) was added K2CO3 (95 mg, 0.69 mmol). The mixture was stirred at 100° C. for 4 hours. The reaction mixture was allowed to cool to room temperature, diluted with EtOAc (50 mL) and washed with H2O (50 mL×3). The organic layer was dried over sodium sulfate and concentrated. The resulting residue was p...